Dataset: the Open Reaction Database (ORD), a public repository of structured organic reaction records. Task: describe an organic reaction: reactants, conditions, products, and yield Reactants: C1(=CC=CC=C1)N=NC=1C(SCC1N[C@H](C)C1=CC=CC=C1)=O (3-phenylazo-4-[(R)-(1-phenylethyl amino)]-thien-2(5H)-one). The reagents and catalysts are [Pt] (Platin). The solvent is O1CCCC1 (tetrahydrofurane). Yields the product NC=1C(SCC1N[C@H](C)C1=CC=CC=C1)=O (3-Amino-4-[(R)-(1-phenylethyl amino)]-thien-2(5H)-one). As a reaction SMILES: C1(N=[N:8][C:9]2[C:10](=[O:23])[S:11][CH2:12][C:13]=2[NH:14][C@@H:15]([C:17]2[CH:22]=[CH:21][CH:20]=[CH:19][CH:18]=2)[CH3:16])C=CC=CC=1>O1CCCC1.[Pt]>[NH2:8][C:9]1[C:10](=[O:23])[S:11][CH2:12][C:13]=1[NH:14][C@@H:15]([C:17]1[CH:18]=[CH:19][CH:20]=[CH:21][CH:22]=1)[CH3:16]. Reported procedure: 0.49 g Platin 5 percent on charcoal is inserted to an autoclave together with a solution of 5 g 3-phenylazo-4-[(R)-(1-phenylethyl amino)]-thien-2(5H)-one in 30 ml of tetrahydrofurane. Reactants: FC(OC1=C(N)C=CC=C1)(F)F (2-trifluoromethoxyaniline), ClCCN1CCN(CC1)C1=C(C=CC=C1)OC (1-(2-chloroethyl)-4-(2-methoxyphenyl)piperazine), [OH-].[Na+] (NaOH). Solvent: O (H2O), C(CCC)O (n-butanol). The product is FC(OC1=C(C=CC=C1)NCCN1CCN(CC1)C1=C(C=CC=C1)OC)(F)F (1-[N-(2-trifluoromethoxyphenyl)-2-aminoethyl]-4-(2-methoxyphenyl)piperazine). Reaction SMILES: [F:1][C:2]([F:12])([F:11])[O:3][C:4]1[CH:10]=[CH:9][CH:8]=[CH:7][C:5]=1[NH2:6].Cl[CH2:14][CH2:15][N:16]1[CH2:21][CH2:20][N:19]([C:22]2[CH:27]=[CH:26][CH:25]=[CH:24][C:23]=2[O:28][CH3:29])[CH2:18][CH2:17]1.[OH-].[Na+]>C(O)CCC.O>[F:1][C:2]([F:11])([F:12])[O:3][C:4]1[CH:10]=[CH:9][CH:8]=[CH:7][C:5]=1[NH:6][CH2:14][CH2:15][N:16]1[CH2:17][CH2:18][N:19]([C:22]2[CH:27]=[CH:26][CH:25]=[CH:24][C:23]=2[O:28][CH3:29])[CH2:20][CH2:21]1 |f:2.3|. Procedure details: A solution of 2.09 g of 2-trifluoromethoxyaniline and 3.15 g of 1-(2-chloroethyl)-4-(2-methoxyphenyl)piperazine in 20 mL of n-butanol was stirred at 100° C. for 2 hrs. The mixture was then cooled, diluted with H2O, alkalinized with 2 N NaOH and extracted with CHCl3. The organic phase was dried on anhydrous Na2SO4, evaporated until dry and the crude purified via flash chromatography (EtOAc-petrolium ether 3:7) and subsequently crystallized from EtOH giving 0.55 g (12%) of the title compound. Melt... The reactants are CS(=O)(=O)OCCCCOC=1C(=CC2=C(C(OC(N2)=O)(C)C)C1)[N+](=O)[O-] (6-(4-methanesulfonyloxy-butoxy)-7-nitro-4,4-dimethyl-4H-3,1-benzoxazin-2-one), SC1=NC=CC=C1 (2-mercapto-pyridine). The product is N1=C(C=CC=C1)SCCCCOC=1C(=CC2=C(C(OC(N2)=O)(C)C)C1)[N+](=O)[O-] (6-[4-(2-Pyridylmercapto)-butoxy]-7-nitro-4,4-dimethyl-4H-3,1-benzoxazin-2-one). As a reaction SMILES: CS(O[CH2:6][CH2:7][CH2:8][CH2:9][O:10][C:11]1[C:12]([N+:24]([O-:26])=[O:25])=[CH:13][C:14]2[NH:19][C:18](=[O:20])[O:17][C:16]([CH3:22])([CH3:21])[C:15]=2[CH:23]=1)(=O)=O.[SH:27][C:28]1[CH:33]=[CH:32][CH:31]=[CH:30][N:29]=1>>[N:29]1[CH:30]=[CH:31][CH:32]=[CH:33][C:28]=1[S:27][CH2:6][CH2:7][CH2:8][CH2:9][O:10][C:11]1[C:12]([N+:24]([O-:26])=[O:25])=[CH:13][C:14]2[NH:19][C:18](=[O:20])[O:17][C:16]([CH3:21])([CH3:22])[C:15]=2[CH:23]=1. Procedure: Prepared analogously to Example 210 from 6-(4-methanesulfonyloxy-butoxy)-7-nitro-4,4-dimethyl-4H-3,1-benzoxazin-2-one and 2-mercapto-pyridine. The product is O=C(Cc1cc(OCc2ccccc2)cc(-c2ccc(C(F)(F)F)cc2)c1)N1C(=O)OCC1Cc1ccccc1. Starting materials: O=C(O)Cc1cc(OCc2ccccc2)cc(-c2ccc(C(F)(F)F)cc2)c1, O=C1NC(Cc2ccccc2)CO1. As a reaction SMILES: [CH2:1]([c:2]1[cH:3][cH:4][cH:5][cH:6][cH:7]1)[O:8][c:9]1[cH:10][c:11]([CH2:25][C:26](=[O:27])[OH:28])[cH:12][c:13](-[c:15]2[cH:16][cH:17][c:18]([C:21]([F:22])([F:23])[F:24])[cH:19][cH:20]2)[cH:14]1.[CH2:29]([c:30]1[cH:31][cH:32][cH:33][cH:34][cH:35]1)[CH:36]1[NH:37][C:38](=[O:41])[O:39][CH2:40]1>>[CH2:1]([c:2]1[cH:3][cH:4][cH:5][cH:6][cH:7]1)[O:8][c:9]1[cH:10][c:11]([CH2:25][C:26](=[O:27])[N:37]2[CH:36]([CH2:29][c:30]3[cH:31][cH:32][cH:33][cH:34][cH:35]3)[CH2:40][O:39][C:38]2=[O:41])[cH:12][c:13](-[c:15]2[cH:16][cH:17][c:18]([C:21]([F:22])([F:23])[F:24])[cH:19][cH:20]2)[cH:14]1. Starting materials: CON(C(C1=C(C=CC=C1)CS(=O)(=O)C1=CC=C(C=C1)C)=O)C (N-methoxy-N-methyl-2-{[(4-methylphenyl)sulfonyl]methyl}benzamide), solution, [H-].[H-].[H-].[H-].[Li+].[Al+3] (LiAlH4). The solvent is CCOC(=O)C (EtOAc), C1CCOC1 (THF), C1CCOC1 (THF). Product: CC1=CC=C(C=C1)S(=O)(=O)CC1=C(C=O)C=CC=C1 (2-{[(4-methylphenyl)sulfonyl]methyl}benzaldehyde). Reaction SMILES: CON(C)[C:4](=[O:22])[C:5]1[CH:10]=[CH:9][CH:8]=[CH:7][C:6]=1[CH2:11][S:12]([C:15]1[CH:20]=[CH:19][C:18]([CH3:21])=[CH:17][CH:16]=1)(=[O:14])=[O:13].[H-].[H-].[H-].[H-].[Li+].[Al+3]>C1COCC1.CCOC(C)=O>[CH3:21][C:18]1[CH:17]=[CH:16][C:15]([S:12]([CH2:11][C:6]2[CH:7]=[CH:8][CH:9]=[CH:10][C:5]=2[CH:4]=[O:22])(=[O:14])=[O:13])=[CH:20][CH:19]=1 |f:1.2.3.4.5.6|. Procedure: To a solution of N-methoxy-N-methyl-2-{[(4-methylphenyl)sulfonyl]methyl}benzamide (0.645 mmol) in 5 mL THF at −78° C. is added 1.0 M solution of LiAlH4 in THF (0.709 mmol) slowly with stirring. The reaction is stirred at −78° C. for 1 hr and gradually warmed up to RT. The reaction mixture is diluted with EtOAc and washed with H2O. The solution is dried over Na2SO4 and the solvent is evaporated to give a quantitative yield of 2-{[(4-methylphenyl)sulfonyl]methyl}benzaldehyde.